From a dataset of the Open Reaction Database (ORD), a public repository of structured organic reaction records. describe an organic reaction: reactants, conditions, products, and yield The reactants are COCCC1CNCCN1, Cc1nc2c(s1)Nc1ccccc1N=C2N, Cl. The product is COCCC1CN(C2=Nc3ccccc3Nc3sc(C)nc32)CCN1. As a reaction SMILES: [CH3:18][O:19][CH2:20][CH2:21][CH:22]1[NH:23][CH2:24][CH2:25][NH:26][CH2:27]1.[CH3:2][c:3]1[n:4][c:5]2[c:11]([s:12]1)[NH:10][c:9]1[c:8]([cH:16][cH:15][cH:14][cH:13]1)[N:7]=[C:6]2[NH2:17].[ClH:1]>>[CH3:2][c:3]1[n:4][c:5]2[c:11]([s:12]1)[NH:10][c:9]1[c:8]([cH:16][cH:15][cH:14][cH:13]1)[N:7]=[C:6]2[N:17]1[CH2:25][CH2:24][NH:23][CH:22]([CH2:21][CH2:20][O:19][CH3:18])[CH2:27]1. Procedure details: Prepared as described for 5-[(4-ethylbenzyl)sulfanyl]-3-(methoxymethoxy)-1-(methoxymethyl)pyridin-2(1H)-one (Intermediate 17) but using 2-chloromethyl-5-chloropyridine instead of 1-(chloromethyl)-4-ethylbenzene. The reactants are C(C)C1=CC=C(CSC=2C=C(C(N(C2)COC)=O)OCOC)C=C1 (5-[(4-ethylbenzyl)sulfanyl]-3-(methoxymethoxy)-1-(methoxymethyl)pyridin-2(1H)-one), C(C)C1=CC=C(CSC=2C=C(C(N(C2)COC)=O)OCOC)C=C1 (5-[(4-ethylbenzyl)sulfanyl]-3-(methoxymethoxy)-1-(methoxymethyl)pyridin-2(1H)-one), ClCC1=NC=C(C=C1)Cl (2-chloromethyl-5-chloropyridine). Yields the product ClC=1C=CC(=NC1)CSC=1C=C(C(N(C1)COC)=O)OCOC (5-{[(5-Chloropyridin-2-yl)methyl]sulfanyl}-3-(methoxymethoxy)-1-(methoxymethyl)pyridin-2(1H)-one). Reaction SMILES: C(C1C=CC(C[S:8][C:9]2[CH:10]=[C:11]([O:19][CH2:20][O:21][CH3:22])[C:12](=[O:18])[N:13]([CH2:15][O:16][CH3:17])[CH:14]=2)=CC=1)C.Cl[CH2:26][C:27]1[CH:32]=[CH:31][C:30]([Cl:33])=[CH:29][N:28]=1>>[Cl:33][C:30]1[CH:31]=[CH:32][C:27]([CH2:26][S:8][C:9]2[CH:10]=[C:11]([O:19][CH2:20][O:21][CH3:22])[C:12](=[O:18])[N:13]([CH2:15][O:16][CH3:17])[CH:14]=2)=[N:28][CH:29]=1. Product: CCCCC1CC2CCC(C1)N2CC(C)CN1C(=O)CCc2ccccc21. The reactants are CCCCC1CC2CCC(C1)N2, CC#N, CC(CI)CN1C(=O)CCc2ccccc21. As a reaction SMILES: [CH2:17]([CH2:18][CH2:19][CH3:20])[CH:21]1[CH2:22][CH:23]2[CH2:24][CH2:25][CH:26]([CH2:27]1)[NH:28]2.[CH3:29][C:30]#[N:31].[I:1][CH2:2][CH:3]([CH2:4][N:5]1[C:6](=[O:15])[CH2:7][CH2:8][c:9]2[cH:10][cH:11][cH:12][cH:13][c:14]21)[CH3:16]>>[CH2:2]([CH:3]([CH2:4][N:5]1[C:6](=[O:15])[CH2:7][CH2:8][c:9]2[cH:10][cH:11][cH:12][cH:13][c:14]21)[CH3:16])[N:28]1[CH:23]2[CH2:22][CH:21]([CH2:17][CH2:18][CH2:19][CH3:20])[CH2:27][CH:26]1[CH2:25][CH2:24]2. Reactants: C(C1=CC=CC=C1)OC(=O)NC1=C(C=C(C(=O)NCC(=O)OC(C)(C)C)C=C1)Cl (t-Butyl N-(4-benzyloxycarbonylamino-3-chlorobenzoyl)glycinate). Reagents/catalysts: [Pd] (Pd/C). Run in O1CCCC1 (tetrahydrofuran). Run at time 1.5 hour. Product: NC1=C(C=C(C(=O)NCC(=O)OC(C)(C)C)C=C1)Cl (t-butyl N-(4-amino-3-chlorobenzoyl)glycinate). The yield is 90.1%. Reaction SMILES: C(OC([NH:11][C:12]1[CH:28]=[CH:27][C:15]([C:16]([NH:18][CH2:19][C:20]([O:22][C:23]([CH3:26])([CH3:25])[CH3:24])=[O:21])=[O:17])=[CH:14][C:13]=1[Cl:29])=O)C1C=CC=CC=1>O1CCCC1.[Pd]>[NH2:11][C:12]1[CH:28]=[CH:27][C:15]([C:16]([NH:18][CH2:19][C:20]([O:22][C:23]([CH3:25])([CH3:26])[CH3:24])=[O:21])=[O:17])=[CH:14][C:13]=1[Cl:29]. Procedure: t-Butyl N-(4-benzyloxycarbonylamino-3-chlorobenzoyl)glycinate (0.80 g) was dissolved in tetrahydrofuran (30 ml) and then admixed with 10% Pd/C (50% water, 160 mg) and then stirred under a hydrogen atmosphere at room temperature for 1.5 hours. The catalyst was filtered off and the filtrate was diluted with ethyl acetate and washed three times with water and twice with saturated brine. The ethyl acetate layer was dried over magnesium sulfate and the solvent was distilled off under reduced pressure... Reactants: [H-].[Na+] (sodium hydride), C(C)(C)(C)OC(=O)NCC\C=C\C=1C=NC=NC1 ((E)-N-tert-Butyloxycarbonyl-4-(5-pyrimidinyl)-3-butene-1-amine), IC (iodomethane), C(C)(C)NC(C)C (diisopropylamine). Solvent: COCCOC (1,2-dimethyoxyethane), CN(C)C=O (DMF), O (water), COCCOC (1,2-dimethoxyethane), O (water). Conditions: time 45 minute. Yields the product CN(CC\C=C\C=1C=NC=NC1)C(=O)OC(C)(C)C ((E)-N-Methyl-N-tert-Butyloxycarbonyl-4-(5-pyrimidinyl)-3-butene-1-amine). The yield is 76.1%. RXN SMILES: [H-].[Na+].[C:3]([O:7][C:8]([NH:10][CH2:11][CH2:12]/[CH:13]=[CH:14]/[C:15]1[CH:16]=[N:17][CH:18]=[N:19][CH:20]=1)=[O:9])([CH3:6])([CH3:5])[CH3:4].[CH:21](NC(C)C)(C)C.IC>COCCOC.O.CN(C=O)C>[CH3:21][N:10]([C:8]([O:7][C:3]([CH3:6])([CH3:4])[CH3:5])=[O:9])[CH2:11][CH2:12]/[CH:13]=[CH:14]/[C:15]1[CH:16]=[N:17][CH:18]=[N:19][CH:20]=1 |f:0.1|. Procedure details: Under a nitrogen atmosphere, sodium hydride (0.78 g, 19.5 mmol, 60% dispersion in oil) was added to a stirring solution of IV (0.50 g, 2.0 mmol), 1,2-dimethyoxyethane (20 mL), DMF (25 mL), and a trace of diisopropylamine. The mixture was stirred at ambient temperature for 45 min, and a solution of iodomethane (2.59 g, 18.3 mmol) in 1,2-dimethoxyethane (5 mL) was added. The mixture was stirred at ambient temperature for 3 days, cooled, and water (25 mL) was added dropwise. The mixture was diluted... Reactants: CC(=O)OCCS(=O)(=O)Cl, ClCCl, Cn1c(Cc2ccc(N)cc2F)ccc1C(=O)c1ccccc1, c1ccncc1. Yields the product CC(=O)OCCS(=O)(=O)Nc1ccc(Cc2ccc(C(=O)c3ccccc3)n2C)c(F)c1. Reaction SMILES: [C:30]([CH3:31])(=[O:32])[O:33][CH2:34][CH2:35][S:36](=[O:37])(=[O:38])[Cl:39].[CH2:40]([Cl:41])[Cl:42].[F:1][c:2]1[cH:3][c:4]([NH2:5])[cH:6][cH:7][c:8]1[CH2:9][c:10]1[n:11]([CH3:23])[c:12]([C:15]([c:16]2[cH:17][cH:18][cH:19][cH:20][cH:21]2)=[O:22])[cH:13][cH:14]1.[cH:24]1[cH:25][cH:26][n:27][cH:28][cH:29]1>>[F:1][c:2]1[cH:3][c:4]([NH:5][S:36]([CH2:35][CH2:34][O:33][C:30]([CH3:31])=[O:32])(=[O:37])=[O:38])[cH:6][cH:7][c:8]1[CH2:9][c:10]1[n:11]([CH3:23])[c:12]([C:15]([c:16]2[cH:17][cH:18][cH:19][cH:20][cH:21]2)=[O:22])[cH:13][cH:14]1.